Dataset: the Open Reaction Database (ORD), a public repository of structured organic reaction records. Task: describe an organic reaction: reactants, conditions, products, and yield The reactants are C(C(=O)Cl)(=O)Cl (oxalyl chloride), C1(=CC=C(C=C1)CC(=O)O)C1=CC=CC=C1 (4-biphenyl acetic acid), CN(C=O)C (dimethylformamide). Run in C1=CC=CC=C1 (benzene), C1=CC=CC=C1 (benzene). Yields the product C1(=CC=C(C=C1)CC(=O)Cl)C1=CC=CC=C1 (4-biphenylacetyl chloride). Yield: 100.8%. RXN SMILES: [C:1]1([C:11]2[CH:16]=[CH:15][CH:14]=[CH:13][CH:12]=2)[CH:6]=[CH:5][C:4]([CH2:7][C:8](O)=[O:9])=[CH:3][CH:2]=1.C(Cl)(=O)C([Cl:20])=O.CN(C)C=O>C1C=CC=CC=1>[C:1]1([C:11]2[CH:16]=[CH:15][CH:14]=[CH:13][CH:12]=2)[CH:6]=[CH:5][C:4]([CH2:7][C:8]([Cl:20])=[O:9])=[CH:3][CH:2]=1. Procedure details: A suspension of 4-biphenyl acetic acid (8.48 g, 40 mmole) in dry benzene was cooled and stirred in an ice bath and oxalyl chloride (5.0 ml, 57.5 mmole) was added, followed dropwise by a solution of dry dimethylformamide (0.5 ml) in dry benzene. After the vigorous gas evolution subsided, the resulting solution was stirred at room temperature for 30 minutes. It was then evaporated and dried in vacuo (oil pump ~30) to afford 4-biphenylacetyl chloride as a solid (9.3 g, ~100%). This was used for rea... The reactants are C(C)(C)(C)OC(=O)N1C(CN(CC1)C(=O)C1=C(N(C=2C1=NC=CC2)C2=CC=CC=C2)OC2=C(C=CC=C2C)C)CC(=O)OC (4-[2-(2,6-Dimethyl-phenoxy)-1-phenyl-1H-pyrrolo[3,2-b]pyridine-3-carbonyl]-2-methoxycarbonylmethyl-piperazine-1-carboxylic acid tert-butyl ester), Cl.Cl.COC(CC1NCCN(C1)C(=O)C1=C(N(C=2C1=NC=CC2)C2=CC=CC=C2)OC2=C(C=CC=C2C)C)=O ({4-[2-(2,6-dimethyl-phenoxy)-1-phenyl-1H-pyrrolo[3,2-b]pyridine-3-carbonyl]-piperazin-2-yl}-acetic acid methyl ester dihydrochloride), Cl (hydrochloric acid). Reaction conditions: time 8 hour. The product is COC(CC1NCCN(C1)C(=O)C1=C(N(C=2C1=NC=CC2)C2=CC=CC=C2)OC2=C(C=CC=C2C)C)=O ({4-[2-(2,6-Dimethyl-phenoxy)-1-phenyl-1H-pyrrolo[3,2-b]pyridine-3-carbonyl]-piperazin-2-yl}-acetic acid methyl ester). Isolated yield 39.0%. Reaction SMILES: C(OC([N:8]1[CH2:13][CH2:12][N:11]([C:14]([C:16]2[C:20]3=[N:21][CH:22]=[CH:23][CH:24]=[C:19]3[N:18]([C:25]3[CH:30]=[CH:29][CH:28]=[CH:27][CH:26]=3)[C:17]=2[O:31][C:32]2[C:37]([CH3:38])=[CH:36][CH:35]=[CH:34][C:33]=2[CH3:39])=[O:15])[CH2:10][CH:9]1[CH2:40][C:41]([O:43][CH3:44])=[O:42])=O)(C)(C)C.Cl.Cl.Cl.COC(=O)CC1CN(C(C2C3=NC=CC=C3N(C3C=CC=CC=3)C=2OC2C(C)=CC=CC=2C)=O)CCN1>>[CH3:44][O:43][C:41](=[O:42])[CH2:40][CH:9]1[CH2:10][N:11]([C:14]([C:16]2[C:20]3=[N:21][CH:22]=[CH:23][CH:24]=[C:19]3[N:18]([C:25]3[CH:30]=[CH:29][CH:28]=[CH:27][CH:26]=3)[C:17]=2[O:31][C:32]2[C:33]([CH3:39])=[CH:34][CH:35]=[CH:36][C:37]=2[CH3:38])=[O:15])[CH2:12][CH2:13][NH:8]1 |f:2.3.4|. Procedure details: The crude compound of step 2 (40 mg) was reacted analogously as described in example 1, step 7, the obtained product dissolved in a small quantity of MOH, mixed with hydrochloric acid (0.1 M) and lyophilized overnight to give 13 mg of the title compound in the form of the {4-[2-(2,6-dimethyl-phenoxy)-1-phenyl-1H-pyrrolo[3,2-b]pyridine-3-carbonyl]-piperazin-2-yl}-acetic acid methyl ester dihydrochloride. Starting materials: C(C=C)S(=O)(=O)OC (methyl 2-propenesulfonate), ClCl (chlorine), C(Cl)(Cl)Cl (chloroform). Yields the product ClC(CS(=O)(=O)OC)CCl (Methyl 2,3-dichloropropanesulfonate). The yield is 70.0%. RXN SMILES: [CH2:1]([S:4]([O:7][CH3:8])(=[O:6])=[O:5])[CH:2]=C.[Cl:9]Cl.[CH:11]([Cl:14])(Cl)Cl>>[Cl:9][CH:2]([CH2:11][Cl:14])[CH2:1][S:4]([O:7][CH3:8])(=[O:6])=[O:5]. Procedure: To a solution of 13.6 g of methyl 2-propenesulfonate in 80 ml of chloroform was added 7.1 g of chlorine absorbed in 20 ml of chloroform dropwise with stirring below 0°C. After the addition, the mixture was stirred for two hours at room temperature. By distillation of the solvent and fractionation, 14.5 g of methyl 2,3-dichloropropanesulfonate, B.P. 89°-92°C/0.5 mmHg, was obtained in a yield of 70.0%. Starting materials: [BH3-]C#N, CO, CC(=O)O, CC1(C)OC(=C2C(=O)Nc3cc(F)ccc32)C=C1c1csc(C=O)c1, [Na+], [Na+], O=C([O-])O, CN(C)C=O, O, OC1CCNCC1. Product: CC1(C)OC(=C2C(=O)Nc3cc(F)ccc32)C=C1c1csc(CN2CCC(O)CC2)c1. RXN SMILES: [C:33]([BH3-:34])#[N:35].[CH3:47][OH:48].[CH3:50][C:51](=[O:52])[OH:53].[F:1][c:2]1[cH:3][cH:4][c:5]2[c:9]([cH:10]1)[NH:8][C:7](=[O:11])[C:6]2=[C:12]1[CH:13]=[C:14]([c:19]2[cH:20][c:21]([CH:24]=[O:25])[s:22][cH:23]2)[C:15]([CH3:17])([CH3:18])[O:16]1.[Na+:36].[Na+:41].[O-:37][C:38]([OH:39])=[O:40].[O:42]=[CH:43][N:44]([CH3:45])[CH3:46].[OH2:49].[OH:26][CH:27]1[CH2:28][CH2:29][NH:30][CH2:31][CH2:32]1>>[F:1][c:2]1[cH:3][cH:4][c:5]2[c:9]([cH:10]1)[NH:8][C:7](=[O:11])[C:6]2=[C:12]1[CH:13]=[C:14]([c:19]2[cH:20][c:21]([CH2:24][N:30]3[CH2:29][CH2:28][CH:27]([OH:26])[CH2:32][CH2:31]3)[s:22][cH:23]2)[C:15]([CH3:17])([CH3:18])[O:16]1. Reactants: O=C1C=CN(C=C1)C1=CC(=C(C=C1C(F)(F)F)N)N (4-(4-oxo-4H-pyridin-1-yl)-5-trifluoromethyl-1,2-phenylenediamine), C(C(=O)O)(=O)O (oxalic acid), Cl (hydrochloric acid). The product is O=C1C=CN(C=C1)C=1C=C2NC(C(NC2=CC1C(F)(F)F)=O)=O (6-(4-oxo-4H-pyridin-1-yl)-7-trifluoromethyl-1,4-dihydroquinoxaline-2,3-dione). Isolated yield 60.0%. As a reaction SMILES: [O:1]=[C:2]1[CH:7]=[CH:6][N:5]([C:8]2[C:13]([C:14]([F:17])([F:16])[F:15])=[CH:12][C:11]([NH2:18])=[C:10]([NH2:19])[CH:9]=2)[CH:4]=[CH:3]1.[C:20](O)(=[O:24])[C:21](O)=[O:22].Cl>>[O:1]=[C:2]1[CH:3]=[CH:4][N:5]([C:8]2[CH:9]=[C:10]3[C:11](=[CH:12][C:13]=2[C:14]([F:16])([F:17])[F:15])[NH:18][C:21](=[O:22])[C:20](=[O:24])[NH:19]3)[CH:6]=[CH:7]1. Procedure details: First, a mixture containing 300 mg of 4-(4-oxo-4H-pyridin-1-yl)-5-trifluoromethyl-1,2-phenylenediamine, 301 mg of oxalic acid, and 6 ml of 2N hydrochloric acid was refluxed by heating in an oil bath for 7 hours. The mixture was cooled and precipitated crystals were filtered. Then, 333 mg of the crude crystals thus obtained were recrystallized with a mixture of dimethylformamide and water to give 216 mg of 6-(4-oxo-4H-pyridin-1-yl)-7-trifluoromethyl-1,4-dihydroquinoxaline-2,3-dione. The reactants are [Br-], CC(=O)O, [Cl-], CCCCCC(=O)C=CC1C(C[N+](=O)[O-])CC2(OCCO2)C1CC=CCCCC(=O)O, [NH4+], C1CCOC1, [Mg+]c1ccccc1. The product is CCCCCC(O)(C=CC1C(C[N+](=O)[O-])CC2(OCCO2)C1CC=CCCCC(=O)O)c1ccccc1. Reaction SMILES: [Br-:32].[CH3:42][C:43](=[O:44])[OH:45].[Cl-:40].[N+:1](=[O:2])([O-:3])[CH2:4][CH:5]1[CH:6]([CH:23]=[CH:24][C:25]([CH2:26][CH2:27][CH2:28][CH2:29][CH3:30])=[O:31])[CH:7]([CH2:14][CH:15]=[CH:16][CH2:17][CH2:18][CH2:19][C:20](=[O:21])[OH:22])[C:8]2([O:9][CH2:10][CH2:11][O:12]2)[CH2:13]1.[NH4+:41].[O:46]1[CH2:47][CH2:48][CH2:49][CH2:50]1.[c:33]1([Mg+:39])[cH:34][cH:35][cH:36][cH:37][cH:38]1>>[N+:1](=[O:2])([O-:3])[CH2:4][CH:5]1[CH:6]([CH:23]=[CH:24][C:25]([CH2:26][CH2:27][CH2:28][CH2:29][CH3:30])([OH:31])[c:33]2[cH:34][cH:35][cH:36][cH:37][cH:38]2)[CH:7]([CH2:14][CH:15]=[CH:16][CH2:17][CH2:18][CH2:19][C:20](=[O:21])[OH:22])[C:8]2([O:9][CH2:10][CH2:11][O:12]2)[CH2:13]1. The solvent is CCOC(=O)C (EtOAc), CS(=O)C (DMSO). Isolated yield 55.5%. Reported procedure: To a 50 mL round-bottom flask was added (R)-2-chloro-5,6,6a,7,9,10-hexahydro-[1,4]oxazino[3,4-h]pteridine (PREPARATION x3, 200 mg, 0.882 mmol) in DMSO (8 mL) followed by sodium tert-butoxide (102 mg, 1.059 mmol). The reaction mixture was stirred at room temperature for 10 minutes. 2-(Chloromethyl)-5-ethyl-1,3,4-oxadiazole (155 mg, 1.059 mmol) was then added to give an orange solution. After 1 hour, LC/MS indicated the reaction was complete. The reaction mixture was subsequently diluted with EtOA... RXN SMILES: [Cl:1][C:2]1[N:11]=[CH:10][C:9]2[NH:8][CH2:7][C@@H:6]3[CH2:12][O:13][CH2:14][CH2:15][N:5]3[C:4]=2[N:3]=1.CC(C)([O-])C.[Na+].Cl[CH2:23][C:24]1[O:25][C:26]([CH2:29][CH3:30])=[N:27][N:28]=1>CS(C)=O.CCOC(C)=O>[Cl:1][C:2]1[N:11]=[CH:10][C:9]2[N:8]([CH2:23][C:24]3[O:25][C:26]([CH2:29][CH3:30])=[N:27][N:28]=3)[CH2:7][C@@H:6]3[CH2:12][O:13][CH2:14][CH2:15][N:5]3[C:4]=2[N:3]=1 |f:1.2|. Product: ClC1=NC=2N3[C@H](CN(C2C=N1)CC=1OC(=NN1)CC)COCC3 ((R)-2-chloro-5-((5-ethyl-1,3,4-oxadiazol-2-yl)methyl)-5,6,6a,7,9,10-hexahydro-[1,4]oxazino[3,4-h]pteridine). Conditions: time 10 minute. Reactants: CC(C)([O-])C.[Na+] (sodium tert-butoxide), ClC1=NC=2N3[C@H](CNC2C=N1)COCC3 ((R)-2-chloro-5,6,6a,7,9,10-hexahydro-[1,4]oxazino[3,4-h]pteridine), ClCC=1OC(=NN1)CC (2-(Chloromethyl)-5-ethyl-1,3,4-oxadiazole). The reactants are [BH4-], O=c1c(CCl)nn(Cc2ccccc2)c2cccc(Cl)c12, CS(C)=O, [Na+], O. The product is Cc1nn(Cc2ccccc2)c2cccc(Cl)c2c1=O. RXN SMILES: [BH4-:22].[CH2:1]([c:2]1[cH:3][cH:4][cH:5][cH:6][cH:7]1)[n:8]1[n:9][c:10]([CH2:20][Cl:21])[c:11](=[O:19])[c:12]2[c:13]([Cl:18])[cH:14][cH:15][cH:16][c:17]12.[CH3:24][S:25]([CH3:26])=[O:27].[Na+:23].[OH2:28]>>[CH2:1]([c:2]1[cH:3][cH:4][cH:5][cH:6][cH:7]1)[n:8]1[n:9][c:10]([CH3:20])[c:11](=[O:19])[c:12]2[c:13]([Cl:18])[cH:14][cH:15][cH:16][c:17]12. Starting materials: O=C(CCl)NC1COc2nc([N+](=O)[O-])cn2C1, FC(F)(F)Oc1ccc(OC2CCNCC2)cc1. Product: O=C(CN1CCC(Oc2ccc(OC(F)(F)F)cc2)CC1)NC1COc2nc([N+](=O)[O-])cn2C1. Reaction SMILES: [Cl:1][CH2:2][C:3](=[O:4])[NH:5][CH:6]1[CH2:7][n:8]2[c:9]([n:12][c:13]([N+:15](=[O:16])[O-:17])[cH:14]2)[O:10][CH2:11]1.[F:18][C:19]([O:20][c:21]1[cH:22][cH:23][c:24]([O:25][CH:26]2[CH2:27][CH2:28][NH:29][CH2:30][CH2:31]2)[cH:32][cH:33]1)([F:34])[F:35]>>[CH2:2]([C:3](=[O:4])[NH:5][CH:6]1[CH2:7][n:8]2[c:9]([n:12][c:13]([N+:15](=[O:16])[O-:17])[cH:14]2)[O:10][CH2:11]1)[N:29]1[CH2:28][CH2:27][CH:26]([O:25][c:24]2[cH:23][cH:22][c:21]([O:20][C:19]([F:18])([F:34])[F:35])[cH:33][cH:32]2)[CH2:31][CH2:30]1. Yields the product CC=1C[C@@H](N(CC1)C([C@@H](NS(=O)(=O)C1=CC=C2CCN(CC2=C1)C)CC1=CC(=CC=C1)C(N)=N)=O)C(=O)O (4-Methyl-1-[N-(2-methyl-1,2,3,4-tetrahydroisoquinoline-7-sulphonyl)-3-amidino-(S)-phenylalanyl]-1,2,3,6-tetrahydropyridine-2(R)-carboxylic acid). The reactants are [OH-].[Na+] (sodium hydroxide), Cl.C(C)OC(=O)[C@@H]1N(CC=C(C1)C)C([C@@H](NS(=O)(=O)C1=CC=C2CCN(CC2=C1)C)CC1=CC(=CC=C1)C(N)=N)=O (4-methyl-1-[N-(2-methyl-1,2,3,4-tetrahydroisoquinoline-7-sulphonyl)-3-amidino-(S)-phenylalanyl]-1,2,3,6-tetrahydropyridine-2(R)-carboxylic acid ethyl ester hydrochloride), [OH-].[Na+] (sodium hydroxide), Cl (hydrochloric acid). RXN SMILES: [OH-].[Na+].Cl.C([O:6][C:7]([C@H:9]1[CH2:14][C:13]([CH3:15])=[CH:12][CH2:11][N:10]1[C:16](=[O:43])[C@H:17]([CH2:33][C:34]1[CH:39]=[CH:38][CH:37]=[C:36]([C:40](=[NH:42])[NH2:41])[CH:35]=1)[NH:18][S:19]([C:22]1[CH:31]=[C:30]2[C:25]([CH2:26][CH2:27][N:28]([CH3:32])[CH2:29]2)=[CH:24][CH:23]=1)(=[O:21])=[O:20])=[O:8])C.Cl>O1CCOCC1>[CH3:15][C:13]1[CH2:14][C@H:9]([C:7]([OH:8])=[O:6])[N:10]([C:16](=[O:43])[C@H:17]([CH2:33][C:34]2[CH:39]=[CH:38][CH:37]=[C:36]([C:40](=[NH:41])[NH2:42])[CH:35]=2)[NH:18][S:19]([C:22]2[CH:31]=[C:30]3[C:25]([CH2:26][CH2:27][N:28]([CH3:32])[CH2:29]3)=[CH:24][CH:23]=2)(=[O:21])=[O:20])[CH2:11][CH:12]=1 |f:0.1,2.3|. Run at time 3.5 hour. The solvent is O1CCOCC1 (1,4-dioxan). Reported procedure: 1M Aqueous sodium hydroxide solution (16.4 ml, 16.4 mmol) was added to a stirred solution of 4-methyl-1-[N-(2-methyl-1,2,3,4-tetrahydroisoquinoline-7-sulphonyl)-3-amidino-(S)-phenylalanyl]-1,2,3,6-tetrahydropyridine-2(R)-carboxylic acid ethyl ester hydrochloride (Preparation 67; 1.99 g, 3.29 mmol) in 1,4-dioxan (15 ml). After 3.5 hours at room temperature, the excess sodium hydroxide was carefully neutralised by the dropwise addition of 1M hydrochloric acid and the resulting clear solution evapo... Isolated yield 101.4%.